This data is from the Open Reaction Database (ORD), a public repository of structured organic reaction records. The task is: describe an organic reaction: reactants, conditions, products, and yield Reported procedure: To a solution of methyl magnesium bromide (THF solution 3.0 M, 1.0 mL, 3.0 mmol) in THF (5 ml) at −30° C. was added 5-(4-(4-methoxyphenyl)piperazin-1-yl)-2,2,4,6-tetramethyl-3-(4-methylphenyl)-2,3-dihydro-1-benzofuran-7-carbaldehyde (310 mg, 640 mmol) obtained in Example 105. The reaction mixture was stirred for 20 minutes under the same temperature. The resulting mixture was poured into water and extracted with ethyl acetate. The organic extract was washed with water and saturated aqueous sodiu... Reactants: C[Mg]Br (methyl magnesium bromide), COC1=CC=C(C=C1)N1CCN(CC1)C=1C(=C(C2=C(C(C(O2)(C)C)C2=CC=C(C=C2)C)C1C)C=O)C (5-(4-(4-methoxyphenyl)piperazin-1-yl)-2,2,4,6-tetramethyl-3-(4-methylphenyl)-2,3-dihydro-1-benzofuran-7-carbaldehyde), O (water). Run in C1CCOC1 (THF). Product: COC1=CC=C(C=C1)N1CCN(CC1)C=1C(=C(C2=C(C(C(O2)(C)C)C2=CC=C(C=C2)C)C1C)C(C)O)C (1-(5-(4-(4-methoxyphenyl)piperazin-1-yl)-2,2,4,6-tetramethyl-3-(4-methylphenyl)-2,3-dihydro-1-benzofuran-7-yl) ethanol). Run at time 20 minute. Yield: 1.3%. As a reaction SMILES: [CH3:1][Mg]Br.[CH3:4][O:5][C:6]1[CH:11]=[CH:10][C:9]([N:12]2[CH2:17][CH2:16][N:15]([C:18]3[C:19]([CH3:39])=[C:20]([CH:37]=[O:38])[C:21]4[O:25][C:24]([CH3:27])([CH3:26])[CH:23]([C:28]5[CH:33]=[CH:32][C:31]([CH3:34])=[CH:30][CH:29]=5)[C:22]=4[C:35]=3[CH3:36])[CH2:14][CH2:13]2)=[CH:8][CH:7]=1.O>C1COCC1>[CH3:4][O:5][C:6]1[CH:7]=[CH:8][C:9]([N:12]2[CH2:17][CH2:16][N:15]([C:18]3[C:19]([CH3:39])=[C:20]([CH:37]([OH:38])[CH3:1])[C:21]4[O:25][C:24]([CH3:27])([CH3:26])[CH:23]([C:28]5[CH:29]=[CH:30][C:31]([CH3:34])=[CH:32][CH:33]=5)[C:22]=4[C:35]=3[CH3:36])[CH2:14][CH2:13]2)=[CH:10][CH:11]=1. Starting materials: NCCC[Si](OCC)(OCC)OCC (3-aminopropyltriethoxysilane), ClCCN=C=O (2-Chloroethyl isocyanate), [S-2].[Na+].[Na+] (sodium sulphide). Run in C(C)O (ethanol). Conditions: temperature -78 celsius. Product: [Si](OCC)(OCC)(OCC)CCCNC(=O)NCCSCCNC(=O)NCCC[Si](OCC)(OCC)OCC ((EtO)3Si—CH2CH2CH2—NH—CO—NH—CH2CH2—S—CH2CH2—NH—CO—NH—CH2CH2CH2—Si(OEt)3). Yield: 96.7%. RXN SMILES: [NH2:1][CH2:2][CH2:3][CH2:4][Si:5]([O:12][CH2:13][CH3:14])([O:9][CH2:10][CH3:11])[O:6][CH2:7][CH3:8].Cl[CH2:16][CH2:17][N:18]=[C:19]=[O:20].[S-2:21].[Na+].[Na+]>C(O)C>[Si:5]([CH2:4][CH2:3][CH2:2][NH:1][C:19]([NH:18][CH2:17][CH2:16][S:21][CH2:16][CH2:17][NH:18][C:19]([NH:1][CH2:2][CH2:3][CH2:4][Si:5]([O:12][CH2:13][CH3:14])([O:6][CH2:7][CH3:8])[O:9][CH2:10][CH3:11])=[O:20])=[O:20])([O:12][CH2:13][CH3:14])([O:6][CH2:7][CH3:8])[O:9][CH2:10][CH3:11] |f:2.3.4|. Reported procedure: In a first reaction step, 3-aminopropyltriethoxysilane (159.39 g, 0.72 mol, 1.00 eq) is initially charged in ethanol (3.0 l) in a 4 l three-neck flask with precision glass stirrer, internal thermometer, dropping funnel and reflux condenser, and cooled to −78° C. 2-Chloroethyl isocyanate (75.92 g, 0.72 mol, 1.00 eq) is added dropwise at −78 to −69° C. within 2.25 h and then the mixture is heated to 50° C. Dry sodium sulphide (Na2S, 28.09 g, 0.36 mol, 0.50 eq) is added in five portions and the mix... The reactants are ClC1=C(C(=O)Cl)C=CC(=C1)Cl (2,4-dichlorobenzoyl chloride), N1C=C(C=C1)C(=O)OC (methyl pyrrole-3-carboxylate). Product: ClC1=C(C(=O)C2=CC(=CN2)C(=O)OC)C=CC(=C1)Cl (methyl 5-(2,4-dichlorobenzoyl)pyrrole-3-carboxylate). RXN SMILES: [Cl:1][C:2]1[CH:10]=[C:9]([Cl:11])[CH:8]=[CH:7][C:3]=1[C:4](Cl)=[O:5].[NH:12]1[CH:16]=[CH:15][C:14]([C:17]([O:19][CH3:20])=[O:18])=[CH:13]1>>[Cl:1][C:2]1[CH:10]=[C:9]([Cl:11])[CH:8]=[CH:7][C:3]=1[C:4]([C:16]1[NH:12][CH:13]=[C:14]([C:17]([O:19][CH3:20])=[O:18])[CH:15]=1)=[O:5]. Procedure: By the procedure of Example 64, 2,4-dichlorobenzoyl chloride (4.18 g., 20 mmoles) and methyl pyrrole-3-carboxylate were reacted to form methyl 5-(2,4-dichlorobenzoyl)pyrrole-3-carboxylate (3.0 g., gummy solid, Rf 0.5 on silica gel thin layer chromatography with ethyl acetate-1/hexane-1 as eluant). Starting materials: [H-].[Na+] (sodium hydride), BrC1=CC=C(C=C1)C1CC(CC(C1)=O)=O (5-(4-bromophenyl)cyclohexane-1,3-dione), ClCC(C)=O (chloroacetone). Solvent: CN(C=O)C (dimethylformamide). Conditions: time 1 hour. Yields the product CC1=COC2=C1C(CC(C2)C2=CC=C(C=C2)Br)=O (3-methyl-6-(4-bromophenyl)-4,5,6,7-tetrahydrobenzofuran-4-one). Yield: 11.8%. Reaction SMILES: [H-].[Na+].[Br:3][C:4]1[CH:9]=[CH:8][C:7]([CH:10]2[CH2:15][C:14](=[O:16])[CH2:13][C:12](=[O:17])[CH2:11]2)=[CH:6][CH:5]=1.Cl[CH2:19][C:20](=O)[CH3:21]>CN(C)C=O>[CH3:21][C:20]1[C:13]2[C:12](=[O:17])[CH2:11][CH:10]([C:7]3[CH:8]=[CH:9][C:4]([Br:3])=[CH:5][CH:6]=3)[CH2:15][C:14]=2[O:16][CH:19]=1 |f:0.1|. Procedure details: In dimethylformamide (10 ml) was suspended 60% sodium hydride (0.44 g, washed with hexane thrice), and to the suspension was added 5-(4-bromophenyl)cyclohexane-1,3-dione (2.6 g) and then was added chloroacetone (0.92 g), and the mixture was stirred at room temperature for 1 hour and then at 150° C. for 13 hours. Under reduced pressure, the solvent was evaporated, and the residue was dissolved in ethyl acetate. The solution was washed with water and saturated brine, dried with magnesium sulfate a... Reactants: CCOCC, CCOC(C)=O, Cl, CC(C)(C)OC(=O)N1CCN(c2nc(-c3ccccc3)cs2)CC1. Yields the product c1ccc(-c2csc(N3CCNCC3)n2)cc1. RXN SMILES: [CH3:26][CH2:27][O:28][CH2:29][CH3:30].[CH3:31][CH2:32][O:33][C:34](=[O:35])[CH3:36].[ClH:25].[c:1]1(-[c:7]2[n:8][c:9]([N:12]3[CH2:13][CH2:14][N:15]([C:18]([O:19][C:20]([CH3:21])([CH3:22])[CH3:23])=[O:24])[CH2:16][CH2:17]3)[s:10][cH:11]2)[cH:2][cH:3][cH:4][cH:5][cH:6]1>>[c:1]1(-[c:7]2[n:8][c:9]([N:12]3[CH2:13][CH2:14][NH:15][CH2:16][CH2:17]3)[s:10][cH:11]2)[cH:2][cH:3][cH:4][cH:5][cH:6]1. The reactants are Cl, Fc1ccccn1, NCCCCCCC(=O)O, [Na+], [OH-], c1ccncc1. Yields the product O=C(O)CCCCCCNc1ccccn1. RXN SMILES: [ClH:20].[F:11][c:12]1[n:13][cH:14][cH:15][cH:16][cH:17]1.[NH2:1][CH2:2][CH2:3][CH2:4][CH2:5][CH2:6][CH2:7][C:8](=[O:9])[OH:10].[Na+:19].[OH-:18].[cH:21]1[cH:22][cH:23][n:24][cH:25][cH:26]1>>[NH:1]([CH2:2][CH2:3][CH2:4][CH2:5][CH2:6][CH2:7][C:8](=[O:9])[OH:10])[c:12]1[n:13][cH:14][cH:15][cH:16][cH:17]1. Starting materials: C(#N)C=1C(=C(C=C2C(C(=CN(C12)C1CC1)C(=O)OC)=O)F)Cl (methyl 8-cyano-1-cyclopropyl-7-chloro-6-fluoro-1,4-dihydro-4-oxo-3-quinolinecarboxylate), [C@@H]12NCCC[C@H]2CNC1 ((1S,6S)-2,8-diazabicyclo[4.3.0]nonane), N12CCN(CC1)CC2 (1,4-diazabicyclo[2.2.2]octane). Solvent: C(C)#N (acetonitrile). Yields the product C(#N)C=1C(=C(C=C2C(C(=CN(C12)C1CC1)C(=O)OC)=O)F)N1C[C@@H]2CCCN[C@@H]2C1 (Methyl 8-cyano-1-cyclopropyl-7-[(1S,6S)-2,8-diazabicyclo[4.3.0]nonan-8-yl]-6-fluoro-1,4-dihydro-4oxo-3-quinolinecarboxylate). As a reaction SMILES: [C:1]([C:3]1[C:4](Cl)=[C:5]([F:21])[CH:6]=[C:7]2[C:12]=1[N:11]([CH:13]1[CH2:15][CH2:14]1)[CH:10]=[C:9]([C:16]([O:18][CH3:19])=[O:17])[C:8]2=[O:20])#[N:2].[C@@H:23]12[CH2:31][NH:30][CH2:29][C@@H:28]1[CH2:27][CH2:26][CH2:25][NH:24]2.N12CCN(CC1)CC2>C(#N)C>[C:1]([C:3]1[C:4]([N:30]2[CH2:31][C@@H:23]3[C@@H:28]([CH2:27][CH2:26][CH2:25][NH:24]3)[CH2:29]2)=[C:5]([F:21])[CH:6]=[C:7]2[C:12]=1[N:11]([CH:13]1[CH2:15][CH2:14]1)[CH:10]=[C:9]([C:16]([O:18][CH3:19])=[O:17])[C:8]2=[O:20])#[N:2]. Procedure details: 200 mg (0.625 mmol) of methyl 8-cyano-1-cyclopropyl-7-chloro-6-fluoro-1,4-dihydro-4-oxo-3-quinolinecarboxylate, 86 mg (0.683 mmol) of (1S,6S)-2,8-diazabicyclo[4.3.0]nonane and 150 mg (1.34 mmol) of 1,4-diazabicyclo[2.2.2]octane are stirred in 6 ml of acetonitrile at room temperature for 48 hours. Thereafter, the mixture is evaporated and the residue is partitioned between 15 ml of chloroform and 20 ml of saturated sodium carbonate solution. The organic phase is separated off, the aqueous phase i...